Dataset: the Open Reaction Database (ORD), a public repository of structured organic reaction records. Task: describe an organic reaction: reactants, conditions, products, and yield Starting materials: ClC1=CC(=NC2=CC=C(C=C12)C)N1CCS(C2=C(C1)C=CC=C2)(=O)=O (4-(4-chloro-6-methylquinolin-2-yl)-2,3,4,5-tetrahydro-1,4-benzothiazepine 1,1-dioxide), N[C@H](CO)C ((2S)-2-aminopropan-1-ol). Product: O=S1(CCN(CC2=C1C=CC=C2)C2=NC1=CC=C(C=C1C(=C2)N[C@H](CO)C)C)=O ((2S)-2-{[2-(1,1-Dioxido-2,3-dihydro-1,4-benzothiazepin-4(5H)-yl)-6-methylquinolin-4-yl]amino}propan-1-ol). Reaction SMILES: Cl[C:2]1[C:11]2[C:6](=[CH:7][CH:8]=[C:9]([CH3:12])[CH:10]=2)[N:5]=[C:4]([N:13]2[CH2:19][C:18]3[CH:20]=[CH:21][CH:22]=[CH:23][C:17]=3[S:16](=[O:25])(=[O:24])[CH2:15][CH2:14]2)[CH:3]=1.[NH2:26][C@@H:27]([CH3:30])[CH2:28][OH:29]>>[O:24]=[S:16]1(=[O:25])[C:17]2[CH:23]=[CH:22][CH:21]=[CH:20][C:18]=2[CH2:19][N:13]([C:4]2[CH:3]=[C:2]([NH:26][C@@H:27]([CH3:30])[CH2:28][OH:29])[C:11]3[C:6](=[CH:7][CH:8]=[C:9]([CH3:12])[CH:10]=3)[N:5]=2)[CH2:14][CH2:15]1. Reported procedure: The title compound was prepared in analogy to Example 8-1 in Scheme 5 by using 4-(4-chloro-6-methylquinolin-2-yl)-2,3,4,5-tetrahydro-1,4-benzothiazepine 1,1-dioxide (prepared in analogy to the one in Example 2-1) and (2S)-2-aminopropan-1-ol. MS obsd. (ESI+) [(M+H)+] 412, 1H NMR (400 MHz, DMSO-d6) δ ppm 7.89 (t, J=6.32 Hz, 2 H), 7.75 (s, 1 H), 7.64 (t, J=7.20 Hz, 1 H), 7.55-7.43 (m, 1 H), 7.38-7.27 (m, 1 H), 7.27-7.14 (m, 1 H), 6.16 (d, J=8.08 Hz, 1 H), 6.07 (s, 1 H), 5.07 (brs, 2 H), 4.85 (brs, ... Starting materials: [H-].[Na+] (NaH), oil, [H-].[Na+] (NaH), Cl.CN(CCCl)C (2-dimethylaminoethylchloride hydrochloride), COC(C1=CC=C(C=C1)C1=NNC(C=C1)=O)=O (4-(6-oxo-1,6-dihydro-pyridazin-3-yl)-benzoic acid methyl ester). Run in CS(=O)C (DMSO), CS(=O)C (DMSO). Reaction conditions: temperature 50 celsius, time 5 minute. Product: COC(C1=CC=C(C=C1)C1=NN(C(C=C1)=O)CCN(C)C)=O (4-[1-(2-dimethylamino-ethyl)-6-oxo-1,6-dihydro-pyridazin-3-yl]-benzoic acid methyl ester). The yield is 89.9%. Reaction SMILES: [H-].[Na+].[CH3:3][O:4][C:5](=[O:19])[C:6]1[CH:11]=[CH:10][C:9]([C:12]2[CH:17]=[CH:16][C:15](=[O:18])[NH:14][N:13]=2)=[CH:8][CH:7]=1.Cl.[CH3:21][N:22]([CH3:26])[CH2:23][CH2:24]Cl>CS(C)=O>[CH3:3][O:4][C:5](=[O:19])[C:6]1[CH:7]=[CH:8][C:9]([C:12]2[CH:17]=[CH:16][C:15](=[O:18])[N:14]([CH2:24][CH2:23][N:22]([CH3:26])[CH3:21])[N:13]=2)=[CH:10][CH:11]=1 |f:0.1,3.4|. Procedure details: To DMSO (3.5 mL) is added 60% NaH dipersion in mineral oil (84 mg, 2.1 mmol) and the resulting mixture stirred for 5 min. To this solution is added 4-(6-oxo-1,6-dihydro-pyridazin-3-yl)-benzoic acid methyl ester (460 mg, 2 mmol reference example 36e) and the mixture stirred for 10 min (till homogeneous). In a separate flask containing DMSO (3.5 mL) is added 60% NaH (101 mg, 2.5 mmol) and stirred 5 min. To this solution is added 2-dimethylaminoethylchloride hydrochloride (346 mg, 2.4 mmol) and let... Starting materials: Br.C(C)(=O)NC1(SCC(N1)(C1=CN=CS1)C)NC=1C=C(C(=O)O)C=CC1 (3-{[2-(Acetylamino)-4-methyl-4,5-bi-1,3-thiazol-2-yl]amino}benzoic acid, hydrobromide salt), Br.C(C)(=O)NC1(SCC(N1)(C1=CN=CS1)C)NC=1C=C(C(=O)O)C=CC1 (3-{[2-(Acetylamino)-4-methyl-4,5-bi-1,3-thiazol-2-yl]amino}benzoic acid, hydrobromide salt), CCO (EtOH), O1C(OCC1)C=1C=C(C=CC1)NC(=S)N (N-[3-(1,3-dioxolan-2-yl)phenyl]thiourea). Run at time 5 hour. The product is O1C(OCC1)C=1C=C(C=CC1)NC=1SC=C(N1)C1=C(N=C(S1)NC(C)=O)C (N-(2-{[3-(1,3-dioxolan-2-yl)phenyl]amino}-4′-methyl-4,5′-bi-1,3-thiazol-2′-yl)acetamide). RXN SMILES: [O:1]1[CH2:5][CH2:4][O:3][CH:2]1[C:6]1[CH:7]=[C:8]([NH:12][C:13]([NH2:15])=[S:14])[CH:9]=[CH:10][CH:11]=1.Br.[C:17]([NH:20][C:21]1(NC2C=C(C=CC=2)C(O)=O)[NH:25][C:24]([CH3:31])(C2SC=NC=2)[CH2:23][S:22]1)(=[O:19])[CH3:18].[CH3:42][CH2:43]O>>[O:1]1[CH2:5][CH2:4][O:3][CH:2]1[C:6]1[CH:7]=[C:8]([NH:12][C:13]2[S:14][CH:42]=[C:43]([C:23]3[S:22][C:21]([NH:20][C:17](=[O:19])[CH3:18])=[N:25][C:24]=3[CH3:31])[N:15]=2)[CH:9]=[CH:10][CH:11]=1 |f:1.2|. Reported procedure: According to the general procedure 1, N-[3-(1,3-dioxolan-2-yl)phenyl]thiourea (prepared from 3-aminobenzyldehyde ethylene acetal (Alfa), following procedure D) is added to a solution of N-[5-(bromoacetyl)-4-methyl-1,3-thiazol-2-yl]acetamide (Intermediate 1) in EtOH. The mixture is stirred 5 hours at RT. The solvents are evaporated and the desired product is purified by crystallization. N-(2-{[3-(1,3-dioxolan-2-yl)phenyl]amino}-4′-methyl-4,5′-bi-1,3-thiazol-2′-yl)acetamide is isolated as a beige ...